From a dataset of the Open Reaction Database (ORD), a public repository of structured organic reaction records. describe an organic reaction: reactants, conditions, products, and yield The reactants are COC(C1=C(C=CC(=C1)F)N)=O (2-amino-5-fluoro-benzoic acid methyl ester), BrC=1C=C(C=O)C=CC1 (3-bromobenzaldehyde), C=C(C)C (isobutene), FC(S(=O)(=O)[O-])(F)F.[Yb+3].FC(S(=O)(=O)[O-])(F)F.FC(S(=O)(=O)[O-])(F)F (ytterbium(III) trifluoromethanesulfonate). Run in C(C)#N (acetonitrile), C(C)(=O)OCC (ethyl acetate). Conditions: temperature 85 celsius, time 16 hour. Yields the product COC(=O)C=1C=C(C=C2C(CC(NC12)C1=CC(=CC=C1)Br)(C)C)F (2-(3-bromo-phenyl)-6-fluoro-4,4-dimethyl-1,2,3,4-tetrahydro-quinoline-8-carboxylic acid methyl ester). Yield: 51.0%. As a reaction SMILES: [CH3:1][O:2][C:3](=[O:12])[C:4]1[CH:9]=[C:8]([F:10])[CH:7]=[CH:6][C:5]=1[NH2:11].[Br:13][C:14]1[CH:15]=[C:16]([CH:19]=[CH:20][CH:21]=1)[CH:17]=O.[CH2:22]=[C:23]([CH3:25])[CH3:24].FC(F)(F)S([O-])(=O)=O.[Yb+3].FC(F)(F)S([O-])(=O)=O.FC(F)(F)S([O-])(=O)=O>C(#N)C.C(OCC)(=O)C>[CH3:1][O:2][C:3]([C:4]1[CH:9]=[C:8]([F:10])[CH:7]=[C:6]2[C:5]=1[NH:11][CH:17]([C:16]1[CH:19]=[CH:20][CH:21]=[C:14]([Br:13])[CH:15]=1)[CH2:22][C:23]2([CH3:25])[CH3:24])=[O:12] |f:3.4.5.6|. Procedure details: To a stirred solution of 2-amino-5-fluoro-benzoic acid methyl ester (8.46 g, 50 mmol) and 3-bromobenzaldehyde (6.4 mL, 55 mmol) in acetonitrile (200 mL) were added isobutene (14 mL, 200 mmol) and ytterbium(III) trifluoromethanesulfonate (Yb(OTf)3) (4.65 g, 7.5 mmol). The resulting mixture was stirred at 85° C. for 16 h in sealed tube. The mixture was diluted with ethyl acetate (300 mL) and washed with water (100 mL×2) and brine (100 mL×2) and then dried over anhydrous sodium sulfate. The solvent... Reactants: C(C1=CC=CC=C1)N(CCC1CCN(CC1)C1=CC=NC=C1)C (N-Benzyl-N-methyl-2-(1-(pyridin-4-yl)piperidin-4-yl)ethanamine). Solvent: CO (MeOH). Conditions: time 2 hour. Yields the product CNCCC1CCN(CC1)C1=CC=NC=C1 (N-Methyl-2-(1-(pyridin-4-yl)piperidin-4-yl)ethanamine). The yield is 30.0%. Reaction SMILES: [CH2:1]([N:8](C)[CH2:9][CH2:10][CH:11]1[CH2:16][CH2:15][N:14]([C:17]2[CH:22]=[CH:21][N:20]=[CH:19][CH:18]=2)[CH2:13][CH2:12]1)C1C=CC=CC=1>CO>[CH3:1][NH:8][CH2:9][CH2:10][CH:11]1[CH2:16][CH2:15][N:14]([C:17]2[CH:18]=[CH:19][N:20]=[CH:21][CH:22]=2)[CH2:13][CH2:12]1. Procedure details: N-Benzyl-N-methyl-2-(1-(pyridin-4-yl)piperidin-4-yl)ethanamine (1.4 g, 3.63 mmol, 1 eq) was dissolved in MeOH (20 ml) and degassed for 30 min with nitrogen. 20% Pd—(OH)2 (200 mg) was added and hydrogenation was carried out for 2 h at RT under balloon pressure (H2). After monitoring by thin-layer chromatography, the reaction mixture was filtered off over Celite and washed with MeOH (3×25 ml), and the filtrate was concentrated under reduced pressure. Yield: 30% (240 mg, 1.09 mmol). The reactants are O=C(n1ccnc1)n1ccnc1, CCOC(C)=O, Cc1[nH]cnc1CSCCN, CO, CN(CCCN)CCC(c1ccc(Cl)cc1)c1ccccn1. The product is Cc1[nH]cnc1CSCCNC(=O)NCCCN(C)CCC(c1ccc(Cl)cc1)c1ccccn1. Reaction SMILES: [C:23](=[O:24])([n:25]1[cH:26][cH:27][n:28][cH:29]1)[n:30]1[cH:31][cH:32][n:33][cH:34]1.[C:48]([O:49][CH2:50][CH3:51])(=[O:52])[CH3:53].[CH3:35][c:36]1[c:37]([CH2:41][S:42][CH2:43][CH2:44][NH2:45])[n:38][cH:39][nH:40]1.[CH3:46][OH:47].[Cl:1][c:2]1[cH:3][cH:4][c:5]([CH:8]([CH2:9][CH2:10][N:11]([CH2:12][CH2:13][CH2:14][NH2:15])[CH3:16])[c:17]2[n:18][cH:19][cH:20][cH:21][cH:22]2)[cH:6][cH:7]1>>[Cl:1][c:2]1[cH:3][cH:4][c:5]([CH:8]([CH2:9][CH2:10][N:11]([CH2:12][CH2:13][CH2:14][NH:15][C:23](=[O:24])[NH:45][CH2:44][CH2:43][S:42][CH2:41][c:37]2[c:36]([CH3:35])[nH:40][cH:39][n:38]2)[CH3:16])[c:17]2[n:18][cH:19][cH:20][cH:21][cH:22]2)[cH:6][cH:7]1. Starting materials: BrC1=CC=C(C=N1)C(=O)N1CCN(CC1)C1=NC=C(C=C1C)C ((6-bromopyridin-3-yl)[4-(3,5-dimethylpyridin-2-yl)piperazin-1-yl]methanone), O=C1OC[C@H](N1)COC(C1=CC=CC=C1)=O (benzoic acid (R)-2-oxooxazolidin-4-ylmethyl ester). Yields the product CC=1C(=NC=C(C1)C)N1CCN(CC1)C(=O)C=1C=CC(=NC1)N1C(OC[C@H]1CO)=O ((R)-3-{5-[4-(3,5-dimethylpyridin-2-yl)piperazine-1-carbonyl]pyridin-2-yl}-4-hydroxymethyloxazolidin-2-one). Yield: 64.0%. As a reaction SMILES: Br[C:2]1[N:7]=[CH:6][C:5]([C:8]([N:10]2[CH2:15][CH2:14][N:13]([C:16]3[C:21]([CH3:22])=[CH:20][C:19]([CH3:23])=[CH:18][N:17]=3)[CH2:12][CH2:11]2)=[O:9])=[CH:4][CH:3]=1.[O:24]=[C:25]1[NH:29][C@H:28]([CH2:30][O:31]C(=O)C2C=CC=CC=2)[CH2:27][O:26]1>>[CH3:22][C:21]1[C:16]([N:13]2[CH2:14][CH2:15][N:10]([C:8]([C:5]3[CH:4]=[CH:3][C:2]([N:29]4[C@H:28]([CH2:30][OH:31])[CH2:27][O:26][C:25]4=[O:24])=[N:7][CH:6]=3)=[O:9])[CH2:11][CH2:12]2)=[N:17][CH:18]=[C:19]([CH3:23])[CH:20]=1. Procedure details: By reaction and treatment in the same manner as in Example 19 and using (6-bromopyridin-3-yl)[4-(3,5-dimethylpyridin-2-yl)piperazin-1-yl]methanone (940 mg) described in Preparation Example 73 and benzoic acid (R)-2-oxooxazolidin-4-ylmethyl ester (814 mg), the title compound (660 mg) was obtained. Starting materials: C(C)OC(COCC=1C=NC=C(C1)C=1C=NC=2N(CCCC2C1)C(N)=O)=O ([5-(8-Carbamoyl-5,6,7,8-tetrahydro-[1,8]naphthyridin-3-yl)-pyridin-3-ylmethoxy]-acetic acid ethyl ester), [Li+].[OH-] (LiOH), CCO (EtOH). Solvent: O (H2O). The product is C(N)(=O)N1CCCC=2C=C(C=NC12)C=1C=C(C=NC1)COCC(=O)O ([5-(8-carbamoyl-5,6,7,8-tetrahydro-[1,8]naphthyridin-3-yl)-pyridin-3-ylmethoxy]-acetic acid). The yield is 86.5%. As a reaction SMILES: C([O:3][C:4](=[O:27])[CH2:5][O:6][CH2:7][C:8]1[CH:9]=[N:10][CH:11]=[C:12]([C:14]2[CH:15]=[N:16][C:17]3[N:18]([C:24](=[O:26])[NH2:25])[CH2:19][CH2:20][CH2:21][C:22]=3[CH:23]=2)[CH:13]=1)C.[Li+].[OH-].CCO>O>[C:24]([N:18]1[C:17]2[N:16]=[CH:15][C:14]([C:12]3[CH:13]=[C:8]([CH2:7][O:6][CH2:5][C:4]([OH:27])=[O:3])[CH:9]=[N:10][CH:11]=3)=[CH:23][C:22]=2[CH2:21][CH2:20][CH2:19]1)(=[O:26])[NH2:25] |f:1.2|. Reported procedure: [5-(8-Carbamoyl-5,6,7,8-tetrahydro-[1,8]naphthyridin-3-yl)-pyridin-3-ylmethoxy]-acetic acid ethyl ester (1.0 g, 2.7 mmol) and LiOH (0.10 g, 4.2 mmol) are mixed in H2O (10 mL) and EtOH (10 mL) and stirred at room temperature overnight. The reaction mixture is concentrated under vacuum and treated with 1 N HCl, and ethyl acetate. The organic layer is concentrated to give [5-(8-carbamoyl-5,6,7,8-tetrahydro-[1,8]naphthyridin-3-yl)-pyridin-3-ylmethoxy]-acetic acid (0.80 g). Starting materials: P(=O)(Cl)(Cl)Cl (phosphoryl chloride), CN (methylamine), C1(=CC=CC=C1O)C (cresol). Conditions: time 2 hour. Yields the product P(OC1=CC=C(C=C1)C)(=O)(Cl)Cl (cresyl phosphorodichloridate). As a reaction SMILES: [P:1]([Cl:5])(Cl)([Cl:3])=[O:2].[CH3:6]N.[C:8]1(C)[C:13]([OH:14])=[CH:12][CH:11]=[CH:10][CH:9]=1>>[P:1]([Cl:5])([Cl:3])(=[O:2])[O:14][C:13]1[CH:8]=[CH:9][C:10]([CH3:6])=[CH:11][CH:12]=1. Procedure details: To a mixture of 225 g. phosphoryl chloride and methylamine there is added 109 g. cresol over a period of 2 hours at a temperature of 105°C. The temperature is held at 105°-110°C. for two hours to afford cresyl phosphorodichloridate.